This data is from the Open Reaction Database (ORD), a public repository of structured organic reaction records. The task is: describe an organic reaction: reactants, conditions, products, and yield The reactants are N#Cc1c(CBr)cccc1[N+](=O)[O-], O=C([O-])[O-], CN(C)C=O, [K+], [K+], O, Oc1ccccc1I, c1ccncc1. Product: N#Cc1c(COc2ccccc2I)cccc1[N+](=O)[O-]. RXN SMILES: [Br:15][CH2:16][c:17]1[c:18]([C:19]#[N:20])[c:21]([N+:25](=[O:26])[O-:27])[cH:22][cH:23][cH:24]1.[C:9](=[O:10])([O-:11])[O-:12].[CH3:28][N:29]([CH3:30])[CH:31]=[O:32].[K+:13].[K+:14].[OH2:39].[OH:1][c:2]1[cH:3][cH:4][cH:5][cH:6][c:7]1[I:8].[cH:33]1[cH:34][cH:35][n:36][cH:37][cH:38]1>>[O:1]([c:2]1[cH:3][cH:4][cH:5][cH:6][c:7]1[I:8])[CH2:16][c:17]1[c:18]([C:19]#[N:20])[c:21]([N+:25](=[O:26])[O-:27])[cH:22][cH:23][cH:24]1. Starting materials: C(C)OC(CCC(=O)NC1=C(C(=CC=C1)C)C1=CC(=CC=C1)S(=O)(=O)C1=C(SC(=C1)C(=N)NC(=O)OC(C)(C)C)SC)=O (N-{3′-[5-(tert-Butoxycarbonylamino-imino-methyl)-2-methylsulfanyl-thiophene-3-sulfonyl]-6-methyl-biphenyl-2-yl}-succinamic acid ethyl ester), [Li+].[OH-] (LiOH). Reaction conditions: time 2 hour. The solvent is CO (MeOH). Procedure details: N-{3′-[5-(tert-Butoxycarbonylamino-imino-methyl)-2-methylsulfanyl-thiophene-3-sulfonyl]-6-methyl-biphenyl-2-yl}-succinamic acid ethyl ester (Example 133: step a) and LiOH were dissolved into MeOH and stirred at RT for 2 hours. The solvents were removed in vacuo yielding the title compound that was used with out further purification or characterization. The product is C(C)(C)(C)OC(=O)NC(C1=CC(=C(S1)SC)S(=O)(=O)C=1C=C(C=CC1)C1=C(C=CC=C1C)NC(CCC(=O)O)=O)=N (N-{3′-[5-(tert-Butoxycarbonylamino-imino-methyl)-2-methylsulfanyl-thiophene-3-sulfonyl]-6-methyl-biphenyl-2-yl}-succinamic acid). RXN SMILES: C([O:3][C:4](=[O:43])[CH2:5][CH2:6][C:7]([NH:9][C:10]1[CH:15]=[CH:14][CH:13]=[C:12]([CH3:16])[C:11]=1[C:17]1[CH:22]=[CH:21][CH:20]=[C:19]([S:23]([C:26]2[CH:30]=[C:29]([C:31]([NH:33][C:34]([O:36][C:37]([CH3:40])([CH3:39])[CH3:38])=[O:35])=[NH:32])[S:28][C:27]=2[S:41][CH3:42])(=[O:25])=[O:24])[CH:18]=1)=[O:8])C.[Li+].[OH-]>CO>[C:37]([O:36][C:34]([NH:33][C:31](=[NH:32])[C:29]1[S:28][C:27]([S:41][CH3:42])=[C:26]([S:23]([C:19]2[CH:18]=[C:17]([C:11]3[C:12]([CH3:16])=[CH:13][CH:14]=[CH:15][C:10]=3[NH:9][C:7](=[O:8])[CH2:6][CH2:5][C:4]([OH:43])=[O:3])[CH:22]=[CH:21][CH:20]=2)(=[O:25])=[O:24])[CH:30]=1)=[O:35])([CH3:40])([CH3:38])[CH3:39] |f:1.2|. Reactants: C(C=C)C1=C(OC2=C(C(=O)O)C=CC=C2)C=CC(=C1)C (2-(2-allyl-4-methylphenoxy)benzoic acid), C(C=C)C1=C(C=CC=2OC3=CC=CC=C3C(C12)=O)C (Allyl-2-methylxanthenone), [OH-].[Na+] (sodium hydroxide). Solvent: C(Cl)(Cl)Cl (chloroform), polyphosphate ester. Yields the product C(C=C)C1=CC(=CC=2C(C3=CC=CC=C3OC12)=O)C (4-allyl-2-methylxanthenone). Isolated yield 65.7%. As a reaction SMILES: [CH2:1]([C:4]1[CH:19]=[C:18]([CH3:20])[CH:17]=[CH:16][C:5]=1[O:6][C:7]1[CH:15]=[CH:14][CH:13]=[CH:12][C:8]=1[C:9]([OH:11])=O)[CH:2]=[CH2:3].[OH-].[Na+].C(C1C2C(=O)C3C(=CC=CC=3)OC=2C=CC=1C)C=C>C(Cl)(Cl)Cl>[CH2:1]([C:4]1[C:5]2[O:6][C:7]3[C:8](=[CH:12][CH:13]=[CH:14][CH:15]=3)[C:9](=[O:11])[C:16]=2[CH:17]=[C:18]([CH3:20])[CH:19]=1)[CH:2]=[CH2:3] |f:1.2|. Procedure: A mixture of 13.6 g (70 mmol) potassium 2-chlorobenzoate, 14.3 g (84 mmol, 1.2 equiv.) sodium 2-allyl-4-methylphenoxide, 0.8 g (8 mmol) CuCl and 2.6 g (8 mmol) tris[2-(2-methoxyethoxy]amine (TDA-1) in 200 ml anisole was heated and stirred under reflux for 3 hours. The anisole was removed under vacuum and the residue was extracted with dilute aqueous ammonia. After filtration to remove insoluble inorganics the aqueous solution was washed twice with ethyl acetate to remove remaining traces of anis... Reactants: O (water), FC(C=1C=CC(=CC1)O)(F)F (α,α,α-trifluoro-p-cresol), C(=O)([O-])[O-].[K+].[K+] (K2CO3), BrCCCCBr (1,4-dibromobutane). Solvent: CC#N (CH3CN). Reaction conditions: temperature 25 celsius, time 24 hour. Product: FC(C1=C(OCCCCBr)C=CC=C1)(F)F (4-(o-(Trifluoromethyl)phenoxy)-1-bromobutane). Reaction SMILES: [F:1][C:2]([F:11])([F:10])[C:3]1[CH:4]=[CH:5][C:6](O)=[CH:7][CH:8]=1.[C:12]([O-:15])([O-])=O.[K+].[K+].[Br:18][CH2:19][CH2:20][CH2:21]CBr.O>CC#N>[F:1][C:2]([F:11])([F:10])[C:3]1[CH:4]=[CH:5][CH:6]=[CH:7][C:8]=1[O:15][CH2:12][CH2:21][CH2:20][CH2:19][Br:18] |f:1.2.3|. Procedure details: A mixture of α,α,α-trifluoro-p-cresol (2.22 g, 13.7 mmol), K2CO3 (1.99 g, 14.4 mmol) and 1,4-dibromobutane (14.5 g, 68.5 mmol) in CH3CN (50 mL) was stirred at ref lux under N2 for 24 h. The reaction was allowed to cool to 25° C. and then added to water (100 mL). The resulting biphasic mixture was extracted with CHCl3 3×50 mL). The extract was washed with water (1×50 mL), saturated NaHCO3 (2×50 mL) and water (1×50 mL), filtered through cotton and the solvent removed in vacuo to give an orange liq... The solvent is CO (methanol). Yield: 93.4%. Reported procedure: A total of 28.3 g (747 mmole) sodium borohydride, dissolved in 650 ml methanol, were added in portions to 80.0 g (299 mmole) of the 2-(dimethylaminophenylmethyl)cyclohexanone prepared according to Example 1 (2nd stage), and the mixture was subsequently stirred for one hour. For working up, 680 ml dilute hydrochloric acid (1 N) were added, and the mixture was extracted with 500 ml ether. The aqueous phase was rendered alkaline (pH≧10) with 25 vol. % ammonia solution and extracted three times with... Reaction SMILES: [BH4-].[Na+].[CH3:3][N:4]([CH:6]([C:14]1[CH:19]=[CH:18][CH:17]=[CH:16][CH:15]=1)[CH:7]1[CH2:12][CH2:11][CH2:10][CH2:9][C:8]1=[O:13])[CH3:5].Cl>CO>[CH3:5][N:4]([CH:6]([C:14]1[CH:15]=[CH:16][CH:17]=[CH:18][CH:19]=1)[CH:7]1[CH2:12][CH2:11][CH2:10][CH2:9][CH:8]1[OH:13])[CH3:3] |f:0.1|. The product is CN(C)C(C1C(CCCC1)O)C1=CC=CC=C1 (2-(dimethylaminophenylmethyl)cyclohexanol). Conditions: time 1 hour. Reactants: CN(C)C(C1C(CCCC1)=O)C1=CC=CC=C1 (2-(dimethylaminophenylmethyl)cyclohexanone), [BH4-].[Na+] (sodium borohydride), Cl (hydrochloric acid).